Dataset: the Open Reaction Database (ORD), a public repository of structured organic reaction records. Task: describe an organic reaction: reactants, conditions, products, and yield Yields the product Cc1cc(SC2=C(O)CC(CCc3ccc(N)cc3)(C(C)C)OC2=O)c(C(C)(C)C)cc1CO. The reactants are CC(=O)Nc1ccc(CCC2(C(C)C)CC(O)=C(Sc3cc(C)c(CO)cc3C(C)(C)C)C(=O)O2)cc1, CCO, CC(=O)O, [Na+], [OH-], O. Reaction SMILES: [C:1]([CH3:2])([CH3:3])([CH3:4])[c:5]1[c:6]([S:14][C:15]2=[C:16]([OH:37])[CH2:17][C:18]([CH:22]([CH3:23])[CH3:24])([CH2:25][CH2:26][c:27]3[cH:28][cH:29][c:30]([NH:33][C:34](=[O:35])[CH3:36])[cH:31][cH:32]3)[O:19][C:20]2=[O:21])[cH:7][c:8]([CH3:13])[c:9]([CH2:11][OH:12])[cH:10]1.[CH2:39]([OH:40])[CH3:41].[CH3:44][C:45](=[O:46])[OH:47].[Na+:43].[OH-:42].[OH2:38]>>[C:1]([CH3:2])([CH3:3])([CH3:4])[c:5]1[c:6]([S:14][C:15]2=[C:16]([OH:37])[CH2:17][C:18]([CH:22]([CH3:23])[CH3:24])([CH2:25][CH2:26][c:27]3[cH:28][cH:29][c:30]([NH2:33])[cH:31][cH:32]3)[O:19][C:20]2=[O:21])[cH:7][c:8]([CH3:13])[c:9]([CH2:11][OH:12])[cH:10]1. Starting materials: C1(=CC=CC=C1)COC(=O)NC(C(=O)[O-])CNC(=O)C=1C=C2C=NN(C2=CC1)CCCNC=1N(C=CN1)C(C1=CC=CC=C1)(C1=CC=CC=C1)C1=CC=CC=C1 ((phenylmethoxy)carbonylamino-3-((1-(3-((1-(triphenylmethyl)imidazol-2-yl)amino)propyl)(1H-indazol-5-yl))carbonylamino)propanoate), O.[OH-].[Li+] (Lithium hydroxide monohydrate). Run in O1CCCC1 (tetrahydrofuran), O (water). Conditions: time 18 hour. Product: C1(=CC=CC=C1)COC(=O)NC(C(=O)O)CNC(=O)C=1C=C2C=NN(C2=CC1)CCCNC=1N(C=CN1)C(C1=CC=CC=C1)(C1=CC=CC=C1)C1=CC=CC=C1 ((Phenylmethoxy)carbonylamino-3-((1-(3-((1-(triphenylmethyl)imidazol-2-yl)amino)propyl)(1H-indazol-5-yl))carbonylamino)propanoic acid). The yield is 52.8%. As a reaction SMILES: [C:1]1([CH2:7][O:8][C:9]([NH:11][CH:12]([CH2:16][NH:17][C:18]([C:20]2[CH:21]=[C:22]3[C:26](=[CH:27][CH:28]=2)[N:25]([CH2:29][CH2:30][CH2:31][NH:32][C:33]2[N:34]([C:38]([C:51]4[CH:56]=[CH:55][CH:54]=[CH:53][CH:52]=4)([C:45]4[CH:50]=[CH:49][CH:48]=[CH:47][CH:46]=4)[C:39]4[CH:44]=[CH:43][CH:42]=[CH:41][CH:40]=4)[CH:35]=[CH:36][N:37]=2)[N:24]=[CH:23]3)=[O:19])[C:13]([O-:15])=[O:14])=[O:10])[CH:6]=[CH:5][CH:4]=[CH:3][CH:2]=1.O.[OH-].[Li+]>O1CCCC1.O>[C:1]1([CH2:7][O:8][C:9]([NH:11][CH:12]([CH2:16][NH:17][C:18]([C:20]2[CH:21]=[C:22]3[C:26](=[CH:27][CH:28]=2)[N:25]([CH2:29][CH2:30][CH2:31][NH:32][C:33]2[N:34]([C:38]([C:45]4[CH:50]=[CH:49][CH:48]=[CH:47][CH:46]=4)([C:51]4[CH:56]=[CH:55][CH:54]=[CH:53][CH:52]=4)[C:39]4[CH:40]=[CH:41][CH:42]=[CH:43][CH:44]=4)[CH:35]=[CH:36][N:37]=2)[N:24]=[CH:23]3)=[O:19])[C:13]([OH:15])=[O:14])=[O:10])[CH:6]=[CH:5][CH:4]=[CH:3][CH:2]=1 |f:1.2.3|. Reported procedure: Methyl 2-((phenylmethoxy)carbonylamino-3-((1-(3-((1-(triphenylmethyl)imidazol-2-yl)amino)propyl)(1H-indazol-5-yl))carbonylamino)propanoate (1.55 g, 2.03 mmol) was dissolved in tetrahydrofuran (20 mL). Lithium hydroxide monohydrate (1.71 g, 40.6 mmol) was dissolved in water and added to the reaction. The reaction was stirred overnight under N2 for 18 h. The tetrahydrofuran was removed under high vacuum. The pH of the remaining aqueous layer was adjusted to 5 with 1N HCl. The aqueous layer was ext...